Dataset: the Open Reaction Database (ORD), a public repository of structured organic reaction records. Task: describe an organic reaction: reactants, conditions, products, and yield RXN SMILES: [CH2:57]([O:58][C:59]([C:60]1([NH:61][C:62]([N:63]2[CH2:64][CH:65]([OH:66])[CH2:67][CH:68]2[C:69](=[O:70])[N:71]([CH2:72][CH2:73][CH2:74][CH2:75][CH:76]=[CH2:77])[CH3:78])=[O:79])[CH2:80][CH:81]1[CH:82]=[CH2:83])=[O:84])[CH3:85].[Cl:19][c:20]1[c:21]([O:55][CH3:56])[cH:22][cH:23][c:24]2[c:25]([O:39][CH:40]3[CH2:41][CH:42]([C:45](=[O:46])[N:47]([CH3:48])[CH2:49][CH2:50][CH2:51][CH2:52][CH:53]=[CH2:54])[NH:43][CH2:44]3)[cH:26][c:27](-[n:30]3[n:31][c:32]([C:35]([F:36])([F:37])[F:38])[cH:33][cH:34]3)[n:28][c:29]12.[n:1]1([C:6](=[O:7])[NH:8][C:9]2([C:14](=[O:15])[O:16][CH2:17][CH3:18])[CH:10]([CH:12]=[CH2:13])[CH2:11]2)[cH:2][cH:3][n:4][cH:5]1>>[C:6](=[O:7])([NH:8][C:9]1([C:14](=[O:15])[O:16][CH2:17][CH3:18])[CH:10]([CH:12]=[CH2:13])[CH2:11]1)[N:43]1[CH:42]([C:45](=[O:46])[N:47]([CH3:48])[CH2:49][CH2:50][CH2:51][CH2:52][CH:53]=[CH2:54])[CH2:41][CH:40]([O:39][c:25]2[c:24]3[cH:23][cH:22][c:21]([O:55][CH3:56])[c:20]([Cl:19])[c:29]3[n:28][c:27](-[n:30]3[n:31][c:32]([C:35]([F:36])([F:37])[F:38])[cH:33][cH:34]3)[cH:26]2)[CH2:44]1. Starting materials: C=CCCCCN(C)C(=O)C1CC(O)CN1C(=O)NC1(C(=O)OCC)CC1C=C, C=CCCCCN(C)C(=O)C1CC(Oc2cc(-n3ccc(C(F)(F)F)n3)nc3c(Cl)c(OC)ccc23)CN1, C=CC1CC1(NC(=O)n1ccnc1)C(=O)OCC. Yields the product C=CCCCCN(C)C(=O)C1CC(Oc2cc(-n3ccc(C(F)(F)F)n3)nc3c(Cl)c(OC)ccc23)CN1C(=O)NC1(C(=O)OCC)CC1C=C. The reactants are CCCC[N+](CCCC)(CCCC)CCCC, COS(=O)(=O)OC, OCc1c(F)cccc1Cl, ClCCl, [Na+], [OH-], O, O=S(=O)([O-])O. Product: COCc1c(F)cccc1Cl. RXN SMILES: [CH2:29]([N+:30]([CH2:31][CH2:32][CH2:33][CH3:34])([CH2:35][CH2:36][CH2:37][CH3:38])[CH2:39][CH2:40][CH2:41][CH3:42])[CH2:43][CH2:44][CH3:45].[CH3:13][O:14][S:15]([O:16][CH3:17])(=[O:18])=[O:19].[Cl:1][c:2]1[c:3]([CH2:4][OH:5])[c:6]([F:10])[cH:7][cH:8][cH:9]1.[Cl:20][CH2:21][Cl:22].[Na+:12].[OH-:11].[OH2:23].[S:24]([O-:25])([OH:26])(=[O:27])=[O:28]>>[Cl:1][c:2]1[c:3]([CH2:4][O:5][CH3:13])[c:6]([F:10])[cH:7][cH:8][cH:9]1.